This data is from the Open Reaction Database (ORD), a public repository of structured organic reaction records. The task is: describe an organic reaction: reactants, conditions, products, and yield Isolated yield 90.7%. Procedure: To a stirred mixture of 4.50 g of 3-allyl-2-hydrazino-quinazolin-4(3H)-one (0.0208 mol) and 5.75 g of anhydrous potassium carbonate (0.0416 mol; 2 eq) in 100 ml of chloroform at room temperature as added 2.2 ml of 3-chloropropionyl chloride (2.91 g; 0.023 mol; 1.1 eq). Almost immediately, a precipitate appeared and after 1 hr, 50 ml of water were added to the stirred mixture to dissolve any potassium carbonate. The mixture was filtered and the product was washed twice with water then twice with ... Reactants: O (water), C([O-])([O-])=O.[K+].[K+] (potassium carbonate), C(C=C)N1C(=NC2=CC=CC=C2C1=O)NN (3-allyl-2-hydrazino-quinazolin-4(3H)-one), C([O-])([O-])=O.[K+].[K+] (potassium carbonate), ClCCC(=O)Cl (3-chloropropionyl chloride). Run in C(Cl)(Cl)Cl (chloroform). Yields the product C(C=C)N1C(=NC2=CC=CC=C2C1=O)NNC(CCCl)=O (3-allyl-2-(2-(3-chloropropionyl)hydrazino)quinazolin-4(3H)-one). RXN SMILES: [CH2:1]([N:4]1[C:13](=[O:14])[C:12]2[C:7](=[CH:8][CH:9]=[CH:10][CH:11]=2)[N:6]=[C:5]1[NH:15][NH2:16])[CH:2]=[CH2:3].C(=O)([O-])[O-].[K+].[K+].[Cl:23][CH2:24][CH2:25][C:26](Cl)=[O:27].O>C(Cl)(Cl)Cl>[CH2:1]([N:4]1[C:13](=[O:14])[C:12]2[C:7](=[CH:8][CH:9]=[CH:10][CH:11]=2)[N:6]=[C:5]1[NH:15][NH:16][C:26](=[O:27])[CH2:25][CH2:24][Cl:23])[CH:2]=[CH2:3] |f:1.2.3|. Reaction conditions: time 1 hour. Starting materials: BrC1=CC2=C(N(C(N(C2=O)C)=O)C)N=C1 (6-bromo-1,3-dimethylpyrido[2,3-d]pyrimidin-2,4-(1H,3H)-dione), C1(=C(C=CC=C1)P(C1=C(C=CC=C1)C)C1=C(C=CC=C1)C)C (tri-o-tolylphosphine), C[Sn](C)(C)CC(C)=O (trimethylstannyl acetone), triarylphosphine. Reagents/catalysts: [Pd] (palladium), C(C)(=O)[O-].[Pd+2].C(C)(=O)[O-] (palladium (II) acetate). Solvent: C1=CC=CC=C1 (benzene). Yields the product O=C(CC1=CC2=C(N(C(N(C2=O)C)=O)C)N=C1)C (6-(2'-oxoproply)-1,3-dimethylpyrido[2,3-d]pyrimidin-2,4-(1H,3H)-dione). RXN SMILES: Br[C:2]1[CH:15]=[N:14][C:5]2[N:6]([CH3:13])[C:7](=[O:12])[N:8]([CH3:11])[C:9](=[O:10])[C:4]=2[CH:3]=1.C[Sn]([CH2:20][C:21](=[O:23])[CH3:22])(C)C.C1(C)C=CC=CC=1P(C1C=CC=CC=1C)C1C=CC=CC=1C>[Pd].C([O-])(=O)C.[Pd+2].C([O-])(=O)C.C1C=CC=CC=1>[O:23]=[C:21]([CH3:22])[CH2:20][C:2]1[CH:15]=[N:14][C:5]2[N:6]([CH3:13])[C:7](=[O:12])[N:8]([CH3:11])[C:9](=[O:10])[C:4]=2[CH:3]=1 |f:4.5.6|. Procedure: Treatment of 6-bromo-1,3-dimethylpyrido[2,3-d]pyrimidin-2,4-(1H,3H)-dione with trimethylstannyl acetone in the presence of a palladium catalyst such as palladium (II) acetate and a triarylphosphine such as tri-o-tolylphosphine in an anhydrous solvent such as benzene at temperatures between 50 degrees and 120 degrees C. will afford 6-(2'-oxoproply)-1,3-dimethylpyrido[2,3-d]pyrimidin-2,4-(1H,3H)-dione. Treatment of this material with N,N-dimethylformamide dimethylacetal in the presence of a cataly...